From a dataset of the Open Reaction Database (ORD), a public repository of structured organic reaction records. describe an organic reaction: reactants, conditions, products, and yield Reactants: FC1(OC2=C(O1)C=CC(=C2)N=C2SCS2)F (N-(2,2-Difluoro-1,3-benzodioxol-5-yl)-1,3-dithietan-2-imine), Cl (hydrogen chloride). The solvent is C(C)OCC (diethyl ether). Product: Cl.FC1(OC2=C(O1)C=CC(=C2)N=C2SCS2)F (N-(2,2-Difluoro-1,3-benzodioxol-5-yl)-1,3-dithietan-2-imine, hydrochloride). Reaction SMILES: [F:1][C:2]1([F:16])[O:6][C:5]2[CH:7]=[CH:8][C:9]([N:11]=[C:12]3[S:15][CH2:14][S:13]3)=[CH:10][C:4]=2[O:3]1.[ClH:17]>C(OCC)C>[ClH:17].[F:16][C:2]1([F:1])[O:6][C:5]2[CH:7]=[CH:8][C:9]([N:11]=[C:12]3[S:13][CH2:14][S:15]3)=[CH:10][C:4]=2[O:3]1 |f:3.4|. Procedure: 10.0 g (0.0357 mol) N-(2,2-Difluoro-1,3-benzodioxol-5-yl)-1,3-dithietan-2-imine was dissolved in 300 ml diethyl ether and, under vigorous stirring and ice cooling, hydrogen chloride gas was passed in. The precipitated crystals were separated and dried. Starting materials: Cl.Cl.COC([C@H](CC1=CC=C(C=C1)C1=C(C(=NC=C1)C)C)NC(=O)[C@H]1NCC=2C=C3C(=CC2C1)OC[C@@H](O3)C3=CC=C(C=C3)OCC3=CC(=C(C=C3)Cl)Cl)=O ((S)-2-({(3S,8S)-3-[4-(3,4-Dichloro-benzyloxy)-phenyl]-2,3,6,7,8,9-hexa hydro-[1,4]dioxino[2,3-g]isoquinoline-8-carbonyl}-amino)-3-[4-(2,3-dimethyl-pyridin-4-yl)-phenyl]-propionic acid methyl ester bis hydrochloride), CC1=NOC(=C1C(=O)Cl)C (3,5-dimethyl-isoxazole-4-carbonyl chloride). Run in CCOC(=O)C (EtOAc), C(=O)(O)[O-].[Na+] (NaHCO3). Conditions: time 1 hour. Product: ClC=1C=C(COC2=CC=C(C=C2)[C@@H]2OC=3C(=CC=4C[C@H](N(CC4C3)C(=O)C=3C(=NOC3C)C)C(=O)N[C@H](C(=O)O)CC3=CC=C(C=C3)C3=C(C(=NC=C3)C)C)OC2)C=CC1Cl ((S)-2-{[(3S,8S)-3-[4-(3,4-Dichloro-benzyloxy)-phenyl]-7-(3,5-dimethyl-isoxazole-4-carbonyl)-2,3,6,7,8,9-hexahydro-[1,4]dioxino[2,3-g]isoquinoline-8-carbonyl]-amino}-3-[4-(2,3-dimethyl-pyridin-4-yl)-phenyl]-propionic acid). Reaction SMILES: Cl.Cl.C[O:4][C:5](=[O:55])[C@@H:6]([NH:22][C:23]([C@@H:25]1[CH2:34][C:33]2[CH:32]=[C:31]3[O:35][CH2:36][C@H:37]([C:39]4[CH:44]=[CH:43][C:42]([O:45][CH2:46][C:47]5[CH:52]=[CH:51][C:50]([Cl:53])=[C:49]([Cl:54])[CH:48]=5)=[CH:41][CH:40]=4)[O:38][C:30]3=[CH:29][C:28]=2[CH2:27][NH:26]1)=[O:24])[CH2:7][C:8]1[CH:13]=[CH:12][C:11]([C:14]2[CH:19]=[CH:18][N:17]=[C:16]([CH3:20])[C:15]=2[CH3:21])=[CH:10][CH:9]=1.[CH3:56][C:57]1[C:61]([C:62](Cl)=[O:63])=[C:60]([CH3:65])[O:59][N:58]=1>CCOC(C)=O.C([O-])(O)=O.[Na+]>[Cl:54][C:49]1[CH:48]=[C:47]([CH:52]=[CH:51][C:50]=1[Cl:53])[CH2:46][O:45][C:42]1[CH:41]=[CH:40][C:39]([C@H:37]2[CH2:36][O:35][C:31]3=[CH:32][C:33]4[CH2:34][C@@H:25]([C:23]([NH:22][C@@H:6]([CH2:7][C:8]5[CH:13]=[CH:12][C:11]([C:14]6[CH:19]=[CH:18][N:17]=[C:16]([CH3:20])[C:15]=6[CH3:21])=[CH:10][CH:9]=5)[C:5]([OH:4])=[O:55])=[O:24])[N:26]([C:62]([C:61]5[C:57]([CH3:56])=[N:58][O:59][C:60]=5[CH3:65])=[O:63])[CH2:27][C:28]=4[CH:29]=[C:30]3[O:38]2)=[CH:44][CH:43]=1 |f:0.1.2,5.6|. Procedure: (S)-2-({(3S,8S)-3-[4-(3,4-Dichloro-benzyloxy)-phenyl]-2,3,6,7,8,9-hexa hydro-[1,4]dioxino[2,3-g]isoquinoline-8-carbonyl}-amino)-3-[4-(2,3-dimethyl-pyridin-4-yl)-phenyl]-propionic acid methyl ester bis hydrochloride (25 mg) was dissolved in 1:1 EtOAc and saturated aqueous NaHCO3 and 3,5-dimethyl-isoxazole-4-carbonyl chloride (3 eq.) were added. After stirring at room temperature for 1 hour, the layers were separated and the organic layer was dried over Na2SO4 and evaporated. The residue was purif... Starting materials: C1(CCCC1)CC(C(C=C)=O)C1=NC=C(C=C1)SC (5-cyclopentyl-4-[5-(methylsulfanyl)pyridin-2-yl]pent-1-en-3-one), C(C)O (ethanol), O1CCCC1 (tetrahydrofuran), [Si](C)(C)(C(C)(C)C)OC(CO[Si](C)(C)C(C)(C)C)C=1C=CC(=NC1)C=O (5-(1,2-bis{[tert-butyl(dimethyl)silyl]oxy}ethyl)pyridine-2-carbaldehyde). The reagents and catalysts are [Cl-].C(C1=CC=CC=C1)[N+]1=CSC(=C1C)CCO (3-benzyl-5-(2-hydroxyethyl)-4-methyl-1,3-thiazol-3-ium chloride). The solvent is C(C)N(CC)CC (triethylamine), C(C)(=O)OCC (ethyl acetate). The product is [Si](C)(C)(C(C)(C)C)OC(CO[Si](C)(C)C(C)(C)C)C=1C=CC(=NC1)C(CCC(C(CC1CCCC1)C1=NC=C(C=C1)SC)=O)=O (1-[5-(1,2-bis{[tert-butyl(dimethyl)silyl]oxy}ethyl)pyridin-2-yl]-6-cyclopentyl-5-[5-(methylsulfanyl)pyridin-2-yl]hexane-1,4-dione). Isolated yield 60.3%. RXN SMILES: [CH:1]1([CH2:6][CH:7]([C:12]2[CH:17]=[CH:16][C:15]([S:18][CH3:19])=[CH:14][N:13]=2)[C:8](=[O:11])[CH:9]=[CH2:10])[CH2:5][CH2:4][CH2:3][CH2:2]1.C(O)C.O1CCCC1.[Si:28]([O:35][CH:36]([C:46]1[CH:47]=[CH:48][C:49]([CH:52]=[O:53])=[N:50][CH:51]=1)[CH2:37][O:38][Si:39]([C:42]([CH3:45])([CH3:44])[CH3:43])([CH3:41])[CH3:40])([C:31]([CH3:34])([CH3:33])[CH3:32])([CH3:30])[CH3:29]>[Cl-].C([N+]1C(C)=C(CCO)SC=1)C1C=CC=CC=1.C(OCC)(=O)C.C(N(CC)CC)C>[Si:28]([O:35][CH:36]([C:46]1[CH:47]=[CH:48][C:49]([C:52](=[O:53])[CH2:10][CH2:9][C:8](=[O:11])[CH:7]([C:12]2[CH:17]=[CH:16][C:15]([S:18][CH3:19])=[CH:14][N:13]=2)[CH2:6][CH:1]2[CH2:2][CH2:3][CH2:4][CH2:5]2)=[N:50][CH:51]=1)[CH2:37][O:38][Si:39]([C:42]([CH3:44])([CH3:45])[CH3:43])([CH3:41])[CH3:40])([C:31]([CH3:32])([CH3:33])[CH3:34])([CH3:30])[CH3:29] |f:4.5|. Procedure details: To a solution of 5-cyclopentyl-4-[5-(methylsulfanyl)pyridin-2-yl]pent-1-en-3-one (464 mg) in a mixed solvent of ethanol (8 mL) and tetrahydrofuran (8 mL) were added 5-(1,2-bis{[tert-butyl(dimethyl)silyl]oxy}ethyl)pyridine-2-carbaldehyde (1.07 g), 3-benzyl-5-(2-hydroxyethyl)-4-methyl-1,3-thiazol-3-ium chloride (45.3 mg) and triethylamine (93.7 μL), and the mixture was stirred with heating under reflux for 1 hr. After cooling to room temperature, the reaction mixture was diluted with ethyl acetate... Reactants: C(#N)C1=C(SC=C1)N=C(OCCC)OCCC (3-cyano-2-(1,1-dipropoxymethylenamino)thiophene), NCCC (1-aminopropane). The product is C(CC)N1C(=NC2=C(C1=N)C=CS2)OCCC (3-Propyl-2-propoxy-3H-thieno [2,3-d]pyrimidine-4-ylideneamine). Reaction SMILES: [C:1]([C:3]1[CH:7]=[CH:6][S:5][C:4]=1[N:8]=[C:9]([O:14][CH2:15][CH2:16][CH3:17])OCCC)#[N:2].[NH2:18][CH2:19][CH2:20][CH3:21]>>[CH2:19]([N:18]1[C:1](=[NH:2])[C:3]2[CH:7]=[CH:6][S:5][C:4]=2[N:8]=[C:9]1[O:14][CH2:15][CH2:16][CH3:17])[CH2:20][CH3:21]. Procedure details: In a sulfonation flask, 5.7 g (0.023 mol) 3-cyano-2-(1,1-dipropoxymethylenamino)thiophene and 35 ml 1-aminopropane are heated at reflux temperature for 5 hours. Then the excess of 1-aminopropane is distilled off and the residue purified by column chromatography over silica gel (eluant: hexane/ethylacetate 1:1). Yield: 5.1 g of 3-propyl-2-propoxy-3H-thieno[2,3-d]pyrimidine-4-ylideneamine in the form of brownish crystals; m.p. 61-63° C.